This data is from the Open Reaction Database (ORD), a public repository of structured organic reaction records. The task is: describe an organic reaction: reactants, conditions, products, and yield Starting materials: C(=O)(O)CN1CCN(CCN(CC1)S(=O)(=O)C)CC(=O)O (1,4-bis-(carboxymethyl)-7-methanesulfonyl-1,4,7-triazacyclononane), O (water). Solvent: S(O)(O)(=O)=O (sulfuric acid). Conditions: time 24 hour. The product is C(=O)(O)CN1CCN(CCNCC1)CC(=O)O (1,4-bis-(carboxymethyl)-1,4,7-triazacyclononane). Reaction SMILES: [C:1]([CH2:4][N:5]1[CH2:13][CH2:12][N:11](S(C)(=O)=O)[CH2:10][CH2:9][N:8]([CH2:18][C:19]([OH:21])=[O:20])[CH2:7][CH2:6]1)([OH:3])=[O:2].O>S(=O)(=O)(O)O>[C:1]([CH2:4][N:5]1[CH2:13][CH2:12][NH:11][CH2:10][CH2:9][N:8]([CH2:18][C:19]([OH:21])=[O:20])[CH2:7][CH2:6]1)([OH:3])=[O:2]. Reported procedure: A mixture of 1,4-bis-(carboxymethyl)-7-methanesulfonyl-1,4,7-triazacyclononane (15.0 g, 0.05 mol) in 15 mL of concentrated sulfuric acid is stirred at 25 C. for 24 hours. The reaction mixture is cooled in an ice bath and 50 mL of water is slowly added. Then the pH of the solution is adjusted to 7 and the solvent is evaporated under reduced pressure. The residue is triturated with methanol several times and the combined methanol solutions are evaporated to give 1,4-bis-(carboxymethyl)-1,4,7-triaz...